Dataset: the Open Reaction Database (ORD), a public repository of structured organic reaction records. Task: describe an organic reaction: reactants, conditions, products, and yield Starting materials: BrCc1ccccc1, O=C([O-])[O-], CCc1ccc(Cc2ccc(C(=O)OC)cc2O)cc1, CN(C)C=O, [K+], [K+], O. Reaction SMILES: [Br:27][CH2:28][c:29]1[cH:30][cH:31][cH:32][cH:33][cH:34]1.[C:21](=[O:22])([O-:23])[O-:24].[CH2:1]([CH3:2])[c:3]1[cH:4][cH:5][c:6]([CH2:7][c:8]2[c:9]([OH:18])[cH:10][c:11]([C:12](=[O:13])[O:14][CH3:15])[cH:16][cH:17]2)[cH:19][cH:20]1.[CH3:36][N:37]([CH3:38])[CH:39]=[O:40].[K+:25].[K+:26].[OH2:35]>>[CH2:1]([CH3:2])[c:3]1[cH:4][cH:5][c:6]([CH2:7][c:8]2[c:9]([O:18][CH2:28][c:29]3[cH:30][cH:31][cH:32][cH:33][cH:34]3)[cH:10][c:11]([C:12](=[O:13])[O:14][CH3:15])[cH:16][cH:17]2)[cH:19][cH:20]1. Yields the product CCc1ccc(Cc2ccc(C(=O)OC)cc2OCc2ccccc2)cc1. The reactants are N1=C(C=CC=C1)CCC(=O)N (2-Pyridinepropaneamide), BrCC(CC)=O (1-Bromobutanone). Run in CC(=O)C (acetone). Run at time 6 hour. The product is C(C)C=1C(=C2C=CC=CN2C1)CC(=O)N (2-(2-ethylindolizin-1-yl)acetamide). Isolated yield 15.5%. As a reaction SMILES: [N:1]1[CH:6]=[CH:5][CH:4]=[CH:3][C:2]=1[CH2:7][CH2:8][C:9]([NH2:11])=[O:10].Br[CH2:13][C:14](=O)[CH2:15][CH3:16]>CC(C)=O>[CH2:15]([C:14]1[C:7]([CH2:8][C:9]([NH2:11])=[O:10])=[C:2]2[N:1]([CH:13]=1)[CH:6]=[CH:5][CH:4]=[CH:3]2)[CH3:16]. Procedure details: 2-Pyridinepropaneamide (6.5 g, 43 mmol) was dissolved in warm acetone (500 mL). 1-Bromobutanone (10.0 g, 66 mmol) was added and the reaction mixture was heated under reflux for 48 hours. The reaction mixture was cooled in a freezer and the acetone was decanted from a light brown solid (12 g). The solid was dissolved in hot ethanol (450 mL). Solid NaHCO3 (10 g) was added and the reaction mixture was heated under reflux with stirring for 6 h. The reaction mixture was filtered to remove NaBr and th...